This data is from the Open Reaction Database (ORD), a public repository of structured organic reaction records. The task is: describe an organic reaction: reactants, conditions, products, and yield The reactants are CCC(O)(C=Cc1ccc(C(CC)(CC)c2ccc(B3OC(C)(C)C(C)(C)O3)c(C)c2)cc1C)CC, CCOC(=O)Cc1cnc(Br)nc1, [K+], [K+], [K+], O, O=P([O-])([O-])[O-], c1ccc(P(c2ccccc2)(c2ccccc2)[Pd](P(c2ccccc2)(c2ccccc2)c2ccccc2)(P(c2ccccc2)(c2ccccc2)c2ccccc2)P(c2ccccc2)(c2ccccc2)c2ccccc2)cc1. Product: CCOC(=O)Cc1cnc(-c2ccc(C(CC)(CC)c3ccc(C=CC(O)(CC)CC)c(C)c3)cc2C)nc1. Reaction SMILES: [CH2:1]([CH3:2])[C:3]([CH:4]=[CH:5][c:6]1[c:7]([CH3:33])[cH:8][c:9]([C:12]([CH2:13][CH3:14])([c:15]2[cH:16][c:17]([CH3:30])[c:18]([B:21]3[O:22][C:23]([CH3:24])([CH3:25])[C:26]([CH3:27])([CH3:28])[O:29]3)[cH:19][cH:20]2)[CH2:31][CH3:32])[cH:10][cH:11]1)([CH2:34][CH3:35])[OH:36].[CH2:37]([CH3:38])[O:39][C:40]([CH2:41][c:42]1[cH:43][n:44][c:45]([Br:48])[n:46][cH:47]1)=[O:49].[K+:55].[K+:56].[K+:57].[OH2:135].[P:50]([O-:51])([O-:52])([O-:53])=[O:54].[cH:58]1[cH:59][cH:60][c:61]([P:62]([Pd:63]([P:64]([c:65]2[cH:66][cH:67][cH:68][cH:69][cH:70]2)([c:71]2[cH:72][cH:73][cH:74][cH:75][cH:76]2)[c:77]2[cH:78][cH:79][cH:80][cH:81][cH:82]2)([P:83]([c:84]2[cH:85][cH:86][cH:87][cH:88][cH:89]2)([c:90]2[cH:91][cH:92][cH:93][cH:94][cH:95]2)[c:96]2[cH:97][cH:98][cH:99][cH:100][cH:101]2)[P:102]([c:103]2[cH:104][cH:105][cH:106][cH:107][cH:108]2)([c:109]2[cH:110][cH:111][cH:112][cH:113][cH:114]2)[c:115]2[cH:116][cH:117][cH:118][cH:119][cH:120]2)([c:121]2[cH:122][cH:123][cH:124][cH:125][cH:126]2)[c:127]2[cH:128][cH:129][cH:130][cH:131][cH:132]2)[cH:133][cH:134]1>>[CH2:1]([CH3:2])[C:3]([CH:4]=[CH:5][c:6]1[c:7]([CH3:33])[cH:8][c:9]([C:12]([CH2:13][CH3:14])([c:15]2[cH:16][c:17]([CH3:30])[c:18](-[c:45]3[n:44][cH:43][c:42]([CH2:41][C:40]([O:39][CH2:37][CH3:38])=[O:49])[cH:47][n:46]3)[cH:19][cH:20]2)[CH2:31][CH3:32])[cH:10][cH:11]1)([CH2:34][CH3:35])[OH:36]. Reactants: C1(=CC=CC=C1)C=CC1=CC=C(CNC(=O)C=2C=C3C=CC=NC3=CC2)C=C1 (quinoline-6-carboxylic acid 4-phenylethenyl-benzylamide), 5, N1=CC=CC2=CC=CC=C12 (quinoline). The reagents and catalysts are catalyst. Run in O1CCCC1 (tetrahydrofuran). Conditions: time 1 hour. Product: C(=C/C1=CC=CC=C1)/C1=CC=C(CNC(=O)C=2C=C3C=CC=NC3=CC2)C=C1 (Quinoline-6-carboxylic acid (Z)-4-styryl-benzylamide). Yield: 92.0%. As a reaction SMILES: [C:1]1([CH:7]=[CH:8][C:9]2[CH:28]=[CH:27][C:12]([CH2:13][NH:14][C:15]([C:17]3[CH:18]=[C:19]4[C:24](=[CH:25][CH:26]=3)[N:23]=[CH:22][CH:21]=[CH:20]4)=[O:16])=[CH:11][CH:10]=2)[CH:6]=[CH:5][CH:4]=[CH:3][CH:2]=1.N1C2C(=CC=CC=2)C=CC=1>O1CCCC1>[CH:8](/[C:9]1[CH:28]=[CH:27][C:12]([CH2:13][NH:14][C:15]([C:17]2[CH:18]=[C:19]3[C:24](=[CH:25][CH:26]=2)[N:23]=[CH:22][CH:21]=[CH:20]3)=[O:16])=[CH:11][CH:10]=1)=[CH:7]/[C:1]1[CH:2]=[CH:3][CH:4]=[CH:5][CH:6]=1. Procedure details: To a mixture of quinoline-6-carboxylic acid 4-phenylethenyl-benzylamide described in Preparation Example E+-5 (48 mg, 0.13 mmol), quinoline (26 mg, 0.20 mmol) and tetrahydrofuran (2 mL) was added Linear catalyst (5.0 mg), and the solution was stirred under hydrogen atmosphere at room temperature for 1 hour. The interior of the reaction system was changed to nitrogen atmosphere, then, filtration was carried out through Celite pad. The filtrate was evaporated in vacuo, the residue was purified by ... Reactants: C(=O)C=1N=C(SC1C1=CC=NC=C1)NC (4-formyl-2-methylamino-5-(4-pyridyl)thiazole), NO (hydroxylamine). The solvent is CO (methanol). Run at time 2 hour. Product: ON=CC=1N=C(SC1C1=CC=NC=C1)NC (4-hydroxyiminomethyl-2-methylamino-5-(4-pyridyl)thiazole). RXN SMILES: [CH:1]([C:3]1[N:4]=[C:5]([NH:14][CH3:15])[S:6][C:7]=1[C:8]1[CH:13]=[CH:12][N:11]=[CH:10][CH:9]=1)=O.[NH2:16][OH:17]>CO>[OH:17][N:16]=[CH:1][C:3]1[N:4]=[C:5]([NH:14][CH3:15])[S:6][C:7]=1[C:8]1[CH:13]=[CH:12][N:11]=[CH:10][CH:9]=1. Procedure: A solution of 4-formyl-2-methylamino-5-(4-pyridyl)thiazole (0.9 g) in methanol (15 ml) was added to a 1N-methanolic hydroxylamine solution (5.8 ml) at ambient temperature with stirring, which was continued under the same condition for 2 hours. The precipitate was collected by filtration and recrystallized from an aqueous tetrahydrofuran to afford 4-hydroxyiminomethyl-2-methylamino-5-(4-pyridyl)thiazole (1.02 g). The reactants are CCO, CCOC(=O)C(=O)CCc1ccc(C)cc1, CC(=O)O, CC(C)(C)OC(=O)CN1C(=O)C(N)CSc2ccccc21. Product: CCOC(=O)C(CCc1ccc(C)cc1)NC1CSc2ccccc2N(CC(=O)OC(C)(C)C)C1=O. RXN SMILES: [CH3:1][CH2:2][OH:3].[CH3:25][c:26]1[cH:27][cH:28][c:29]([CH2:32][CH2:33][C:34]([C:35](=[O:36])[O:37][CH2:38][CH3:39])=[O:40])[cH:30][cH:31]1.[CH3:41][C:42](=[O:43])[OH:44].[NH2:4][CH:5]1[CH2:6][S:7][c:8]2[c:9]([cH:21][cH:22][cH:23][cH:24]2)[N:10]([CH2:13][C:14](=[O:15])[O:16][C:17]([CH3:18])([CH3:19])[CH3:20])[C:11]1=[O:12]>>[NH:4]([CH:5]1[CH2:6][S:7][c:8]2[c:9]([cH:21][cH:22][cH:23][cH:24]2)[N:10]([CH2:13][C:14](=[O:15])[O:16][C:17]([CH3:18])([CH3:19])[CH3:20])[C:11]1=[O:12])[CH:34]([CH2:33][CH2:32][c:29]1[cH:28][cH:27][c:26]([CH3:25])[cH:31][cH:30]1)[C:35](=[O:36])[O:37][CH2:38][CH3:39]. Reactants: COCCN1CCc2c(C(=O)O)cccc2C1=O, CCN=C=NCCCN(C)C, CCN(C(C)C)C(C)C, ClCCl, Cl, Cl, NC(Cc1cc(F)cc(F)c1)C(O)CNC1(c2cccc(C(F)(F)F)c2)CC1, Oc1cccc2[nH]nnc12. The product is COCCN1CCc2c(C(=O)NC(Cc3cc(F)cc(F)c3)C(O)CNC3(c4cccc(C(F)(F)F)c4)CC3)cccc2C1=O. RXN SMILES: [CH3:30][O:31][CH2:32][CH2:33][N:34]1[C:35](=[O:47])[c:36]2[cH:37][cH:38][cH:39][c:40]([C:44](=[O:45])[OH:46])[c:41]2[CH2:42][CH2:43]1.[CH3:59][N:60]([CH3:61])[CH2:62][CH2:63][CH2:64][N:65]=[C:66]=[N:67][CH2:68][CH3:69].[CH:70]([N:71]([CH2:72][CH3:73])[CH:74]([CH3:75])[CH3:76])([CH3:77])[CH3:78].[Cl:79][CH2:80][Cl:81].[ClH:1].[ClH:58].[NH2:2][CH:3]([CH:4]([CH2:5][NH:6][C:7]1([c:10]2[cH:11][c:12]([C:16]([F:17])([F:18])[F:19])[cH:13][cH:14][cH:15]2)[CH2:8][CH2:9]1)[OH:20])[CH2:21][c:22]1[cH:23][c:24]([F:29])[cH:25][c:26]([F:28])[cH:27]1.[OH:48][c:49]1[c:50]2[n:51][n:52][nH:53][c:54]2[cH:55][cH:56][cH:57]1>>[NH:2]([CH:3]([CH:4]([CH2:5][NH:6][C:7]1([c:10]2[cH:11][c:12]([C:16]([F:17])([F:18])[F:19])[cH:13][cH:14][cH:15]2)[CH2:8][CH2:9]1)[OH:20])[CH2:21][c:22]1[cH:23][c:24]([F:29])[cH:25][c:26]([F:28])[cH:27]1)[C:44]([c:40]1[cH:39][cH:38][cH:37][c:36]2[c:41]1[CH2:42][CH2:43][N:34]([CH2:33][CH2:32][O:31][CH3:30])[C:35]2=[O:47])=[O:45]. Starting materials: C(C)(=O)P(OCC)(OCC)=O (diethyl acetylphosphonate), [I-].[Na+] (sodium iodide). Run in CC(=O)CC (ethyl methyl ketone). The product is C(C)(=O)P(OCC)([O-])=O.[Na+] (Monosodium monoethyl acetylphosphonate). As a reaction SMILES: [C:1]([P:4](=[O:11])([O:8]CC)[O:5][CH2:6][CH3:7])(=[O:3])[CH3:2].[I-].[Na+:13]>CC(CC)=O>[C:1]([P:4](=[O:8])([O-:11])[O:5][CH2:6][CH3:7])(=[O:3])[CH3:2].[Na+:13] |f:1.2,4.5|. Reported procedure: A solution of diethyl acetylphosphonate (5 g, 0.028 mol) and oven-dried sodium iodide (4.2 g, 0.028 mol) in molecular sieve dried ethyl methyl ketone (75 ml) was stirred and refluxed for 16 hours.